This data is from the Open Reaction Database (ORD), a public repository of structured organic reaction records. The task is: describe an organic reaction: reactants, conditions, products, and yield Reactants: ClC1=C(C=CC=C1)C1=C2CNC(N(C2=CC(=C1)S(=O)(=O)Cl)C1=C(C=CC=C1Cl)Cl)=O (5-(2-chlorophenyl)-1-(2,6-dichlorophenyl)-2-oxo-1,2,3,4-tetrahydroquinazoline-7-sulfonyl chloride), N1(CCCC1)CCN1CCNCC1 (1-(2-pyrrolidin-1-ylethyl)piperazine), C(C)(C)N(CC)C(C)C (diisopropylethylamine). The product is ClC1=C(C=CC=C1)C1=C2CNC(N(C2=CC(=C1)S(=O)(=O)N1CCN(CC1)CCN1CCCC1)C1=C(C=CC=C1Cl)Cl)=O (5-(2-chlorophenyl)-1-(2,6-dichlorophenyl)-7-{[4-(2-pyrrolidin-1-ylethyl)piperazin-1-yl]sulfonyl}-3,4-dihydroquinazolin-2(1H)-one). RXN SMILES: [Cl:1][C:2]1[CH:7]=[CH:6][CH:5]=[CH:4][C:3]=1[C:8]1[CH:17]=[C:16]([S:18](Cl)(=[O:20])=[O:19])[CH:15]=[C:14]2[C:9]=1[CH2:10][NH:11][C:12](=[O:30])[N:13]2[C:22]1[C:27]([Cl:28])=[CH:26][CH:25]=[CH:24][C:23]=1[Cl:29].[N:31]1([CH2:36][CH2:37][N:38]2[CH2:43][CH2:42][NH:41][CH2:40][CH2:39]2)[CH2:35][CH2:34][CH2:33][CH2:32]1.C(N(C(C)C)CC)(C)C>>[Cl:1][C:2]1[CH:7]=[CH:6][CH:5]=[CH:4][C:3]=1[C:8]1[CH:17]=[C:16]([S:18]([N:41]2[CH2:40][CH2:39][N:38]([CH2:37][CH2:36][N:31]3[CH2:32][CH2:33][CH2:34][CH2:35]3)[CH2:43][CH2:42]2)(=[O:20])=[O:19])[CH:15]=[C:14]2[C:9]=1[CH2:10][NH:11][C:12](=[O:30])[N:13]2[C:22]1[C:27]([Cl:28])=[CH:26][CH:25]=[CH:24][C:23]=1[Cl:29]. Reported procedure: The 5-(2-chlorophenyl)-1-(2,6-dichlorophenyl)-7-{[4-(2-pyrrolidin-1-ylethyl)piperazin-1-yl]sulfonyl}-3,4-dihydroquinazolin-2(1H)-one was prepared from 5-(2-chlorophenyl)-1-(2,6-dichlorophenyl)-2-oxo-1,2,3,4-tetrahydroquinazoline-7-sulfonyl chloride and 1-(2-pyrrolidin-1-ylethyl)piperazine by a procedure analogous to that described in EXAMPLE CCC23, STEP A, except that no diisopropylethylamine was used. Mass spectrum (ESI) 648 (M+1). 1H NMR (500 MHz, CDCl3): selected peaks δ 1.81 (brs, 4H); 2.58 ... The solvent is CO (methanol). Product: ClC=1C=C(C=CC1)NC1=C2C(=NC=N1)NN=C2N=CC2=CC(=CC=C2)C2=NN=NN2 (4-(3-chloro-phenylamino)-3-{[3-(tetrazol-5-yl)-phenyl)-methyleneamino}-1H-pyrazolo[3,4-d]pyrimidine). Reported procedure: Analogously to Example 32, 260 mg (1.00 mmol) of 3-amino-4-(3-chlorophenylamino)-1H-pyrazolo[3,4-d]pyrimidine and 172 μl of acetic acid are dissolved in 25 ml of methanol and reacted with 261 mg (1.5 mmol) of 3-(tetrazol-5-yl)-benzaldehyde (Step 59.1) to form 4-(3-chloro-phenylamino)-3-{[3-(tetrazol-5-yl)-phenyl)-methyleneamino}-1H-pyrazolo[3,4-d]pyrimidine. With ice-cooling, 8 ml (8 mmol) of DIBAL-H are added to the above intermediate in 15 ml of DMEU and the reaction mixture is stirred for 30 ... Starting materials: NC1=NNC2=NC=NC(=C21)NC2=CC(=CC=C2)Cl (3-amino-4-(3-chlorophenylamino)-1H-pyrazolo[3,4-d]pyrimidine), C(C)(=O)O (acetic acid), N1N=NN=C1C=1C=C(C=O)C=CC1 (3-(tetrazol-5-yl)-benzaldehyde). As a reaction SMILES: [NH2:1][C:2]1[C:10]2[C:5](=[N:6][CH:7]=[N:8][C:9]=2[NH:11][C:12]2[CH:17]=[CH:16][CH:15]=[C:14]([Cl:18])[CH:13]=2)[NH:4][N:3]=1.C(O)(=O)C.[NH:23]1[C:27]([C:28]2[CH:29]=[C:30]([CH:33]=[CH:34][CH:35]=2)[CH:31]=O)=[N:26][N:25]=[N:24]1>CO>[Cl:18][C:14]1[CH:13]=[C:12]([NH:11][C:9]2[N:8]=[CH:7][N:6]=[C:5]3[NH:4][N:3]=[C:2]([N:1]=[CH:31][C:30]4[CH:33]=[CH:34][CH:35]=[C:28]([C:27]5[NH:23][N:24]=[N:25][N:26]=5)[CH:29]=4)[C:10]=23)[CH:17]=[CH:16][CH:15]=1. Reactants: C(C1=CC=CC=C1)N1CC2(CN(C2)C(=O)OC(C)(C)C)CCC1 (tert-butyl 6-benzyl-2,6-diazaspiro[3.5]nonane-2-carboxylate), C(=O)(C(F)(F)F)O (TFA). Solvent: C(Cl)Cl (CH2Cl2). Reaction conditions: temperature 60 celsius. Product: FC(C(=O)O)(F)F.C(C1=CC=CC=C1)N1CC2(CNC2)CCC1 (6-benzyl-2,6-diazaspiro[3.5]nonane 2,2,2-trifluoroacetate). RXN SMILES: [CH2:1]([N:8]1[CH2:23][CH2:22][CH2:21][C:10]2([CH2:13][N:12](C(OC(C)(C)C)=O)[CH2:11]2)[CH2:9]1)[C:2]1[CH:7]=[CH:6][CH:5]=[CH:4][CH:3]=1.[C:24]([OH:30])([C:26]([F:29])([F:28])[F:27])=[O:25]>C(Cl)Cl>[F:27][C:26]([F:29])([F:28])[C:24]([OH:30])=[O:25].[CH2:1]([N:8]1[CH2:23][CH2:22][CH2:21][C:10]2([CH2:13][NH:12][CH2:11]2)[CH2:9]1)[C:2]1[CH:3]=[CH:4][CH:5]=[CH:6][CH:7]=1 |f:3.4|. Procedure: tert-butyl 6-benzyl-2,6-diazaspiro[3.5]nonane-2-carboxylate (0.18 g) was mixed with CH2Cl2 (1 mL) and TFA (1 mL), then heated at 60° C. for 2 minutes and concentrated to dryness to provide the title compound as the trifluoroacetic acid salt. Reported procedure: A solution of 16.0 g of 2'-deoxy-5-ethyl-5'-O-trityluridine and 6.8 ml of methanesulfonyl chloride in 140 ml of pyridine was stored at 0° C. overnight. 3 g of ice were added, the mixture was stored at 0° C. for 1 hour and then poured into 1500 ml ice/water. The resulting solid was collected by filtration, washed with 500 ml of water and dried to yield 17.35 g of 2'-deoxy-5-ethyl-3'-O-methanesulfonyl-5'-O-trityluridine in the form of a white solid which was used in the next step without further p... Reaction SMILES: [CH2:1]([C:3]1[C:4](=[O:37])[NH:5][C:6](=[O:36])[N:7]([CH:35]=1)[C@@H:8]1[O:34][C@H:12]([CH2:13][O:14][C:15]([C:28]2[CH:33]=[CH:32][CH:31]=[CH:30][CH:29]=2)([C:22]2[CH:27]=[CH:26][CH:25]=[CH:24][CH:23]=2)[C:16]2[CH:21]=[CH:20][CH:19]=[CH:18][CH:17]=2)[C@@H:10]([OH:11])[CH2:9]1)[CH3:2].[CH3:38][S:39](Cl)(=[O:41])=[O:40]>N1C=CC=CC=1>[CH2:1]([C:3]1[C:4](=[O:37])[NH:5][C:6](=[O:36])[N:7]([CH:35]=1)[C@@H:8]1[O:34][C@H:12]([CH2:13][O:14][C:15]([C:16]2[CH:21]=[CH:20][CH:19]=[CH:18][CH:17]=2)([C:28]2[CH:29]=[CH:30][CH:31]=[CH:32][CH:33]=2)[C:22]2[CH:23]=[CH:24][CH:25]=[CH:26][CH:27]=2)[C@@H:10]([O:11][S:39]([CH3:38])(=[O:41])=[O:40])[CH2:9]1)[CH3:2]. Run at time 1 hour. Reactants: ice water, C(C)C=1C(NC(N([C@H]2C[C@H](O)[C@@H](COC(C3=CC=CC=C3)(C3=CC=CC=C3)C3=CC=CC=C3)O2)C1)=O)=O (2'-deoxy-5-ethyl-5'-O-trityluridine), CS(=O)(=O)Cl (methanesulfonyl chloride), ice. Run in N1=CC=CC=C1 (pyridine). Yields the product C(C)C=1C(NC(N([C@H]2C[C@H](OS(=O)(=O)C)[C@@H](COC(C3=CC=CC=C3)(C3=CC=CC=C3)C3=CC=CC=C3)O2)C1)=O)=O (2'-deoxy-5-ethyl-3'-O-methanesulfonyl-5'-O-trityluridine). Starting materials: CO, Cl, CCOC(=O)C1SCCCS1. Yields the product COC(=O)C1SCCCS1. Reaction SMILES: [CH3:13][OH:14].[ClH:12].[S:1]1[CH:2]([C:7](=[O:8])[O:9][CH2:10][CH3:11])[S:3][CH2:4][CH2:5][CH2:6]1>>[S:1]1[CH:2]([C:7](=[O:8])[O:9][CH3:10])[S:3][CH2:4][CH2:5][CH2:6]1. Reactants: [BH4-], CCO, O=Cc1c(Cl)c(F)nc(F)c1Cl, Cl, [Na+]. Product: OCc1c(Cl)c(F)nc(F)c1Cl. RXN SMILES: [BH4-:13].[CH3:16][CH2:17][OH:18].[Cl:1][c:2]1[c:3]([F:12])[n:4][c:5]([F:11])[c:6]([Cl:10])[c:7]1[CH:8]=[O:9].[ClH:15].[Na+:14]>>[Cl:1][c:2]1[c:3]([F:12])[n:4][c:5]([F:11])[c:6]([Cl:10])[c:7]1[CH2:8][OH:9]. Reactants: C(C)(C)(C)[S@@](=O)\N=C(/CCN(C(OC(C)(C)C)=O)[C@@H](C)C(C)(C)C)\C1=CC=C(C=C1)F (tert-butyl (E)-3-((R)-tert-butylsulfinylimino)-3-(4-fluorophenyl)propyl((S)-3,3-dimethylbutan-2-yl)carbamate), [Br-] (bromide), C1CCOC1 (THF). Run at time 2 hour. Product: CC([C@H](C)N(C(OC(C)(C)C)=O)CC[C@](CC=C)(C1=CC=C(C=C1)F)N[S@](=O)C(C)(C)C)(C)C (tert-butyl (S)-3,3-dimethylbutan-2-yl((R)-3-((R)-1,1-dimethylethylsulfinamido)-3-(4-fluorophenyl)hex-5-enyl)carbamate). RXN SMILES: [C:1]([S@:5](/[N:7]=[C:8](/[C:25]1[CH:30]=[CH:29][C:28]([F:31])=[CH:27][CH:26]=1)\[CH2:9][CH2:10][N:11]([C@H:19]([C:21]([CH3:24])([CH3:23])[CH3:22])[CH3:20])[C:12](=[O:18])[O:13][C:14]([CH3:17])([CH3:16])[CH3:15])=[O:6])([CH3:4])([CH3:3])[CH3:2].[Br-].[CH2:33]1[CH2:37]OC[CH2:34]1>>[CH3:22][C:21]([CH3:24])([CH3:23])[C@@H:19]([N:11]([CH2:10][CH2:9][C@@:8]([NH:7][S@@:5]([C:1]([CH3:2])([CH3:3])[CH3:4])=[O:6])([C:25]1[CH:30]=[CH:29][C:28]([F:31])=[CH:27][CH:26]=1)[CH2:37][CH:33]=[CH2:34])[C:12](=[O:18])[O:13][C:14]([CH3:17])([CH3:15])[CH3:16])[CH3:20]. Reported procedure: To a solution of tert-butyl (E)-3-((R)-tert-butylsulfinylimino)-3-(4-fluorophenyl)propyl((S)-3,3-dimethylbutan-2-yl)carbamate (800 mg, 1.76 mmol) in THF (10 mL) was added allymagnesium bromide (1 M, 6 mL, 5.29 mmol) dropwise at −78° C. under N2. After adding completely, the reaction mixture was stirred at rt for 2 h. The reaction was quenched with saturated aqueous NH4Cl solution, and the mixture was extracted with EtOAc. The combined organic layer was washed with brine, dried over Na2SO4, filte... Reactants: NC1=C(C=CC(=C1)CC(C)C)C=1C(=CC=CC1)S(=O)(=O)NC1=C(C(=NO1)C)C (2′-Amino-N-(3,4-dimethyl-5-isoxazolyl)-4′-(2-methyl-propyl)[1,1′-biphenyl]-2-sulfonamide), C(CC)=O (propionaldehyde), hexanes ethyl acetate. Reaction conditions: temperature 2.5 celsius, time 2 hour. The product is CC1=NOC(=C1C)NS(=O)(=O)C=1C(=CC=CC1)C1=C(C=C(C=C1)CC(C)C)NCCC (N-(3,4-Dimethyl-5-isoxazolyl)-4′-(2-methylpropyl)-2′-(propylamino)-[1,1′-biphenyl]-2-sulfonamide). RXN SMILES: [NH2:1][C:2]1[CH:7]=[C:6]([CH2:8][CH:9]([CH3:11])[CH3:10])[CH:5]=[CH:4][C:3]=1[C:12]1[C:13]([S:18]([NH:21][C:22]2[O:26][N:25]=[C:24]([CH3:27])[C:23]=2[CH3:28])(=[O:20])=[O:19])=[CH:14][CH:15]=[CH:16][CH:17]=1.[CH:29](=O)[CH2:30][CH3:31]>>[CH3:27][C:24]1[C:23]([CH3:28])=[C:22]([NH:21][S:18]([C:13]2[C:12]([C:3]3[CH:4]=[CH:5][C:6]([CH2:8][CH:9]([CH3:11])[CH3:10])=[CH:7][C:2]=3[NH:1][CH2:29][CH2:30][CH3:31])=[CH:17][CH:16]=[CH:15][CH:14]=2)(=[O:20])=[O:19])[O:26][N:25]=1. Procedure: The title compound was prepared from the compound of Example 32 and propionaldehyde as described for Example 58, with stirring at 0-5° C. for 2 hours. Following workup, chromatography on silica gel with 4:1 hexanes/ethyl acetate afforded the title compound as a light yellow gum.